Dataset: the Open Reaction Database (ORD), a public repository of structured organic reaction records. Task: describe an organic reaction: reactants, conditions, products, and yield Starting materials: CCOCC, OC(c1ccccc1)c1ccccc1C(F)(F)F, BrP(Br)Br. The product is FC(F)(F)c1ccccc1C(Br)c1ccccc1. RXN SMILES: [CH2:23]([O:24][CH2:25][CH3:26])[CH3:27].[F:1][C:2]([c:3]1[c:4]([CH:5]([c:6]2[cH:7][cH:8][cH:9][cH:10][cH:11]2)[OH:12])[cH:13][cH:14][cH:15][cH:16]1)([F:17])[F:18].[P:19]([Br:20])([Br:21])[Br:22]>>[F:1][C:2]([c:3]1[c:4]([CH:5]([c:6]2[cH:7][cH:8][cH:9][cH:10][cH:11]2)[Br:20])[cH:13][cH:14][cH:15][cH:16]1)([F:17])[F:18]. Starting materials: CC=1C=CC(=C(C1)CO)[N+](=O)[O-] ((5-methyl-2-nitrophenyl)methanol), [Cr](=O)(=O)([O-])O[Cr](=O)(=O)[O-].[NH+]1=CC=CC=C1.[NH+]1=CC=CC=C1 (pyridinium dichromate). Solvent: ClCCl (dichloromethane). Run at time 6 hour. Product: CC=1C=CC(=C(C=O)C1)[N+](=O)[O-] (5-Methyl-2-nitrobenzaldehyde). Isolated yield 79.3%. Reaction SMILES: [CH3:1][C:2]1[CH:3]=[CH:4][C:5]([N+:10]([O-:12])=[O:11])=[C:6]([CH2:8][OH:9])[CH:7]=1.[Cr](O[Cr]([O-])(=O)=O)([O-])(=O)=O.[NH+]1C=CC=CC=1.[NH+]1C=CC=CC=1>ClCCl>[CH3:1][C:2]1[CH:3]=[CH:4][C:5]([N+:10]([O-:12])=[O:11])=[C:6]([CH:7]=1)[CH:8]=[O:9] |f:1.2.3|. Reported procedure: Dissolve (5-methyl-2-nitrophenyl)methanol (10 g, 59.88 mmol) in dichloromethane (210 mL). Add 3 Å molecular sieves (54 g) and pyridinium dichromate (22.53 g, 59.88 mmol). Stir at room temperature for 6 hours. Pass the crude reaction mixture through a short silica gel column, and remove under reduced pressure. Purification of the residue by flash chromatography (silica gel, 10-20% ethyl acetate:hexane) gives 7.84 g (79%) of title compound as colorless oil. 1H NMR (CDCl3) δ 10.41 (m, 1H), 8.02 (m,... Starting materials: COC1=CC(=CC=C1)NC1CCN(CC1)C(=O)OC(C)(C)C (4-(m-Anisidino)-1-(tert-butoxycarbonyl)piperidine), COC=1C=C(C=C(C1OC)OC)C=1C=C(CCl)C=CC1 (3-(3,4,5-trimethoxyphenyl)benzyl chloride). Product: C(C)(C)(C)OC(=O)N1CCC(CC1)N(CC1=CC(=CC=C1)C1=CC(=C(C(=C1)OC)OC)OC)C1=CC(=CC=C1)OC (1-(tert-Butoxycarbonyl)4-[N-(3-methoxyphenyl)-N-[3-(3,4,5-trimethoxyphenyl)benzyl]amino]piperidine). As a reaction SMILES: [CH3:1][O:2][C:3]1[CH:8]=[CH:7][CH:6]=[C:5]([NH:9][CH:10]2[CH2:15][CH2:14][N:13]([C:16]([O:18][C:19]([CH3:22])([CH3:21])[CH3:20])=[O:17])[CH2:12][CH2:11]2)[CH:4]=1.[CH3:23][O:24][C:25]1[CH:26]=[C:27]([C:35]2[CH:36]=[C:37]([CH:40]=[CH:41][CH:42]=2)[CH2:38]Cl)[CH:28]=[C:29]([O:33][CH3:34])[C:30]=1[O:31][CH3:32]>>[C:19]([O:18][C:16]([N:13]1[CH2:14][CH2:15][CH:10]([N:9]([C:5]2[CH:6]=[CH:7][CH:8]=[C:3]([O:2][CH3:1])[CH:4]=2)[CH2:38][C:37]2[CH:40]=[CH:41][CH:42]=[C:35]([C:27]3[CH:28]=[C:29]([O:33][CH3:34])[C:30]([O:31][CH3:32])=[C:25]([O:24][CH3:23])[CH:26]=3)[CH:36]=2)[CH2:11][CH2:12]1)=[O:17])([CH3:22])([CH3:21])[CH3:20]. Procedure: 4-(m-Anisidino)-1-(tert-butoxycarbonyl)piperidine (613 mg) and 3-(3,4,5-trimethoxyphenyl)benzyl chloride (586 mg) was treated in the same manner as described in Preparation Example 9 to give light yellow amorphous of the title compound. The reactants are Cl.CN(CCC(=O)O)C (3-dimethylaminopropionic acid hydrochloride), N[C@H](C(=O)NC1=CC=C(C=C1)OC1=CC=C(C=C1)Cl)COCC1=CC=CC=C1 ((S)-2-amino-3-(benzyloxy)-N-(4-(4-chlorophenoxy)phenyl)propanamide). Yields the product Compound 209, C(C1=CC=CC=C1)OC[C@@H](C(=O)NC1=CC=C(C=C1)OC1=CC=C(C=C1)Cl)NC(CCN(C)C)=O ((S)-3-(benzyloxy)-N-(4-(4-chlorophenoxy)phenyl)-2-(3-(dimethylamino)propanamido)propanamide). The yield is 10.0%. As a reaction SMILES: Cl.[CH3:2][N:3]([CH3:9])[CH2:4][CH2:5][C:6](O)=[O:7].[NH2:10][C@@H:11]([CH2:29][O:30][CH2:31][C:32]1[CH:37]=[CH:36][CH:35]=[CH:34][CH:33]=1)[C:12]([NH:14][C:15]1[CH:20]=[CH:19][C:18]([O:21][C:22]2[CH:27]=[CH:26][C:25]([Cl:28])=[CH:24][CH:23]=2)=[CH:17][CH:16]=1)=[O:13]>>[CH2:31]([O:30][CH2:29][C@H:11]([NH:10][C:6](=[O:7])[CH2:5][CH2:4][N:3]([CH3:9])[CH3:2])[C:12]([NH:14][C:15]1[CH:20]=[CH:19][C:18]([O:21][C:22]2[CH:27]=[CH:26][C:25]([Cl:28])=[CH:24][CH:23]=2)=[CH:17][CH:16]=1)=[O:13])[C:32]1[CH:37]=[CH:36][CH:35]=[CH:34][CH:33]=1 |f:0.1|. Procedure details: Proceeding as in Example 1, but substituting 3-dimethylaminopropionic acid hydrochloride and (S)-2-amino-3-(benzyloxy)-N-(4-(4-chlorophenoxy)phenyl)propanamide, gave Compound 209, (S)-3-(benzyloxy)-N-(4-(4-chlorophenoxy)phenyl)-2-(3-(dimethylamino)propanamido)propanamide (6 mg, 10%); Major isomer: 1H-NMR (400 MHz, DMSO-D6): σ 10.15 (br s, 1H), 8.48-8.47 (d, 1H), 7.65-7.61 (d, 2H), 7.42-7.39 (d, 2H), 7.43-7.39 (m, 2H), 7.32-7.26 (m, 5H), 7.06-6.96 (m, 4H), 4.72-4.67 (m, 1H), 4.52 (s, 2H), 3.65-3.... The reactants are [H-].[Na+] (sodium hydride), COCCOCCl (2-methoxyethoxymethyl chloride), O (water), C(CCCCO)O (1,5-pentanediol). The solvent is CN(C=O)C (dimethylformamide), CN(C=O)C (dimethylformamide), CN(C=O)C (dimethylformamide). Run at time 1 hour. Product: COCCOCOCCCCCO (5-(2-Methoxyethoxy)methoxy-1-pentanol). The yield is 52.4%. Reaction SMILES: [CH2:1]([OH:7])[CH2:2][CH2:3][CH2:4][CH2:5][OH:6].[H-].[Na+].[CH3:10][O:11][CH2:12][CH2:13][O:14][CH2:15]Cl.O>CN(C)C=O>[CH3:10][O:11][CH2:12][CH2:13][O:14][CH2:15][O:6][CH2:5][CH2:4][CH2:3][CH2:2][CH2:1][OH:7] |f:1.2|. Procedure: A solution of 50.00 g of 1,5-pentanediol dissolved in 100 ml of dimethylformamide was added dropwise to a mixture of 23.00 g of sodium hydride (as a 55% w/w dispersion in mineral oil) in 300 ml of dimethylformamide, whilst ice-cooling at 5° to 7° C. The mixture was stirred at room temperature for 1 hour, after which 65.79 g of 2-methoxyethoxymethyl chloride dissolved in 100 ml of dimethylformamide were added dropwise, whilst ice-cooling at 5° to 7° C. The mixture was stirred at room temperature ...